Dataset: the Open Reaction Database (ORD), a public repository of structured organic reaction records. Task: describe an organic reaction: reactants, conditions, products, and yield Reactants: OCc1ccc(Br)cc1, CC(C)(C)[Si](C)(C)Cl, CO, CCCCCC, CCOC(C)=O, CN(C)C=O, c1c[nH]cn1. Product: CC(C)(C)[Si](C)(C)OCc1ccc(Br)cc1. RXN SMILES: [Br:1][c:2]1[cH:3][cH:4][c:5]([CH2:6][OH:7])[cH:8][cH:9]1.[C:15]([CH3:16])([CH3:17])([CH3:18])[Si:19]([CH3:20])([CH3:21])[Cl:22].[CH3:23][OH:24].[CH3:30][CH2:31][CH2:32][CH2:33][CH2:34][CH3:35].[CH3:36][CH2:37][O:38][C:39](=[O:40])[CH3:41].[O:25]=[CH:26][N:27]([CH3:28])[CH3:29].[nH:10]1[cH:11][cH:12][n:13][cH:14]1>>[Br:1][c:2]1[cH:3][cH:4][c:5]([CH2:6][O:7][Si:19]([C:15]([CH3:16])([CH3:17])[CH3:18])([CH3:20])[CH3:21])[cH:8][cH:9]1.